Dataset: the Open Reaction Database (ORD), a public repository of structured organic reaction records. Task: describe an organic reaction: reactants, conditions, products, and yield Starting materials: C(C)(=O)OC(C)=O (acetic anhydride), COC=1C=C2C=C(C(OC2=CC1)C1=CC=CC=C1)CN ((6-Methoxy-2-phenyl-2H-3-chromenyl)methanamine), Cl (hydrochloric acid). Solvent: ClCCl (dichloromethane), N1=CC=CC=C1 (pyridine). Conditions: time 30 minute. The product is COC=1C=C2C=C(C(OC2=CC1)C1=CC=CC=C1)CNC(C)=O (N-[(6-Methoxy-2-phenyl-2H-3-chromenyl)methyl]acetamide). As a reaction SMILES: [CH3:1][O:2][C:3]1[CH:4]=[C:5]2[C:10](=[CH:11][CH:12]=1)[O:9][CH:8]([C:13]1[CH:18]=[CH:17][CH:16]=[CH:15][CH:14]=1)[C:7]([CH2:19][NH2:20])=[CH:6]2.[C:21](OC(=O)C)(=[O:23])[CH3:22].Cl>N1C=CC=CC=1.ClCCl>[CH3:1][O:2][C:3]1[CH:4]=[C:5]2[C:10](=[CH:11][CH:12]=1)[O:9][CH:8]([C:13]1[CH:18]=[CH:17][CH:16]=[CH:15][CH:14]=1)[C:7]([CH2:19][NH:20][C:21](=[O:23])[CH3:22])=[CH:6]2. Procedure: A solution of 0.42 g (1.57 mmol) of the amine obtained in Step C in 5 ml of anhydrous pyridine is cooled to 0° C.; 0.18 ml (1.97 mmol) of acetic anhydride is then added to the medium. After 30 minutes of stirring under argon, the medium is diluted with dichloromethane and then adjusted to an acid pH with a 1N hydrochloric acid solution. The aqueous phase is extracted with dichloromethane; the organic phase is then washed with a saturated solution of sodium hydrogen carbonate. The residue obtaine... Starting materials: CN1N=CC(=C1)B(O)O (1-methyl-4-pyrazolylboronic acid), BrC1=NC=C(C=C1)C12CCCN(CC1)C2 ((−)-5-(2-bromopyrid-5-yl)-1-azabicyclo[3.2.1]octane), C([O-])([O-])=O.[Na+].[Na+] (sodium carbonate). Reagents/catalysts: C=1C=CC(=CC1)[P](C=2C=CC=CC2)(C=3C=CC=CC3)[Pd]([P](C=4C=CC=CC4)(C=5C=CC=CC5)C=6C=CC=CC6)([P](C=7C=CC=CC7)(C=8C=CC=CC8)C=9C=CC=CC9)[P](C=1C=CC=CC1)(C=1C=CC=CC1)C=1C=CC=CC1 (tetrakis(triphenylphosphine)palladium). Solvent: C(C)O (ethanol), C1(=CC=CC=C1)C (toluene). Run at temperature 105 celsius. Yields the product CN1N=CC(=C1)C1=NC=C(C=C1)C12CCCN(CC1)C2 ((−)-5-[2-(1-methyl-1H-pyrazol-4-yl)pyrid-5-yl]-1-azabicyclo[3.2.1]octane). The yield is 93.2%. As a reaction SMILES: [CH3:1][N:2]1[CH:6]=[C:5](B(O)O)[CH:4]=[N:3]1.Br[C:11]1[CH:16]=[CH:15][C:14]([C:17]23[CH2:24][N:21]([CH2:22][CH2:23]2)[CH2:20][CH2:19][CH2:18]3)=[CH:13][N:12]=1.C(=O)([O-])[O-].[Na+].[Na+]>C1(C)C=CC=CC=1.C(O)C.C1C=CC([P]([Pd]([P](C2C=CC=CC=2)(C2C=CC=CC=2)C2C=CC=CC=2)([P](C2C=CC=CC=2)(C2C=CC=CC=2)C2C=CC=CC=2)[P](C2C=CC=CC=2)(C2C=CC=CC=2)C2C=CC=CC=2)(C2C=CC=CC=2)C2C=CC=CC=2)=CC=1>[CH3:1][N:2]1[CH:6]=[C:5]([C:11]2[CH:16]=[CH:15][C:14]([C:17]34[CH2:24][N:21]([CH2:22][CH2:23]3)[CH2:20][CH2:19][CH2:18]4)=[CH:13][N:12]=2)[CH:4]=[N:3]1 |f:2.3.4,^1:44,46,65,84|. Procedure: 0.162 g (0.78 mmol) of 1-methyl-4-pyrazolylboronic acid, 0.160 g (0.6 mmol) of (−)-5-(2-bromopyrid-5-yl)-1-azabicyclo[3.2.1]octane (obtained by reacting 5-(2-bromopyrid-5-yl)-1-azabicyclo[3.2.1]octane (−)-hydrobromide (1:1), prepared in step 1.2, with saturated aqueous sodium carbonate solution) are successively introduced into a 10 ml three-necked round-bottomed flask, as a solution in 3 ml of toluene and 0.3 ml of ethanol. 0.035 g (0.03 mmol) of tetrakis(triphenylphosphine)palladium and 0.6 ml... The reactants are OC1=CC=2C(C3=CC(=CC=C3C2C=C1)O)=O (2,7-dihydroxyfluoren-9-one), Cl.N1(CCCCC1)CCCl (2-piperidinoethylchloride hydrochloride), [OH-].[Na+] (sodium hydroxide). Solvent: C1(=CC=CC=C1)C (toluene), O (water). Product: Cl.Cl.N1(CCCCC1)CCOC1=CC=2C(C3=CC(=CC=C3C2C=C1)OCCN1CCCCC1)=O (2,7-bis(2-piperidinoethoxy)fluoren-9-one dihydrochloride). RXN SMILES: [OH:1][C:2]1[CH:14]=[CH:13][C:12]2[C:11]3[C:6](=[CH:7][C:8]([OH:15])=[CH:9][CH:10]=3)[C:5](=[O:16])[C:4]=2[CH:3]=1.[ClH:17].[N:18]1([CH2:24][CH2:25][Cl:26])[CH2:23][CH2:22][CH2:21][CH2:20][CH2:19]1.[OH-].[Na+]>C1(C)C=CC=CC=1.O>[ClH:26].[ClH:17].[N:18]1([CH2:24][CH2:25][O:1][C:2]2[CH:14]=[CH:13][C:12]3[C:11]4[C:6](=[CH:7][C:8]([O:15][CH2:25][CH2:24][N:18]5[CH2:23][CH2:22][CH2:21][CH2:20][CH2:19]5)=[CH:9][CH:10]=4)[C:5](=[O:16])[C:4]=3[CH:3]=2)[CH2:23][CH2:22][CH2:21][CH2:20][CH2:19]1 |f:1.2,3.4,7.8.9|. Reported procedure: A mixture of 5.3 g (0.025 mole) of 2,7-dihydroxyfluoren-9-one in 100 ml of toluene, 16.2 g (0.088 mole) of 2-piperidinoethylchloride hydrochloride and 5.0 g (0.125 mole) of sodium hydroxide in 40 ml of water is heated at reflux for 15 hours with stirring. Upon cooling, the layers are separated. The toluene layer is washed with water and saturated sodium chloride solution, dried over anhydrous magnesium sulfate and filtered. The filtrate is acidified to Congo Red with ethereal HCl, and the result... Starting materials: CC(C)(C)OC(=O)N1CCN(C(=O)OCc2ccccc2)C(C(=O)O)C1, C[Si](C)(C)C=[N+]=[N-], CC(=O)O, CO, CCCCCC, c1ccccc1. The product is COC(=O)C1CN(C(=O)OC(C)(C)C)CCN1C(=O)OCc1ccccc1. Reaction SMILES: [CH2:1]([c:2]1[cH:3][cH:4][cH:5][cH:6][cH:7]1)[O:8][C:9](=[O:10])[N:11]1[CH:12]([C:24](=[O:25])[OH:26])[CH2:13][N:14]([C:17](=[O:18])[O:19][C:20]([CH3:21])([CH3:22])[CH3:23])[CH2:15][CH2:16]1.[CH3:27][Si:28]([CH:29]=[N+:30]=[N-:31])([CH3:32])[CH3:33].[CH3:34][C:35](=[O:36])[OH:37].[CH3:38][OH:39].[CH3:46][CH2:47][CH2:48][CH2:49][CH2:50][CH3:51].[cH:40]1[cH:41][cH:42][cH:43][cH:44][cH:45]1>>[CH2:1]([c:2]1[cH:3][cH:4][cH:5][cH:6][cH:7]1)[O:8][C:9](=[O:10])[N:11]1[CH:12]([C:24](=[O:25])[O:26][CH3:27])[CH2:13][N:14]([C:17](=[O:18])[O:19][C:20]([CH3:21])([CH3:22])[CH3:23])[CH2:15][CH2:16]1. The reactants are Nc1ccc(Br)cc1, CC(C)(C)OC(=O)C(C)(C)Sc1nc(CC(=O)O)cs1, CCN=C=NCCCN(C)C, CN(C)c1ccncc1, ClCCl, O. Product: CC(C)(C)OC(=O)C(C)(C)Sc1nc(CC(=O)Nc2ccc(Br)cc2)cs1. As a reaction SMILES: [Br:21][c:22]1[cH:23][cH:24][c:25]([NH2:26])[cH:27][cH:28]1.[C:1]([CH3:2])([CH3:3])([CH3:4])[O:5][C:6]([C:7]([CH3:8])([CH3:9])[S:10][c:11]1[s:12][cH:13][c:14]([CH2:16][C:17](=[O:18])[OH:19])[n:15]1)=[O:20].[CH3:29][N:30]([CH3:31])[CH2:32][CH2:33][CH2:34][N:35]=[C:36]=[N:37][CH2:38][CH3:39].[CH3:44][N:45]([CH3:46])[c:47]1[cH:48][cH:49][n:50][cH:51][cH:52]1.[Cl:41][CH2:42][Cl:43].[OH2:40]>>[C:1]([CH3:2])([CH3:3])([CH3:4])[O:5][C:6]([C:7]([CH3:8])([CH3:9])[S:10][c:11]1[s:12][cH:13][c:14]([CH2:16][C:17](=[O:19])[NH:26][c:25]2[cH:24][cH:23][c:22]([Br:21])[cH:28][cH:27]2)[n:15]1)=[O:20]. Starting materials: CCN(C(C)C)C(C)C, CC(C)O, CCCSc1nc(Cl)c([N+](=O)[O-])c(N2CCOCC2)n1, Nc1ccccc1Cl. Reaction SMILES: [CH:29]([N:30]([CH2:31][CH3:32])[CH:33]([CH3:34])[CH3:35])([CH3:36])[CH3:37].[CH:38]([OH:39])([CH3:40])[CH3:41].[Cl:1][c:2]1[c:3]([N+:18](=[O:19])[O-:20])[c:4]([N:12]2[CH2:13][CH2:14][O:15][CH2:16][CH2:17]2)[n:5][c:6]([S:8][CH2:9][CH2:10][CH3:11])[n:7]1.[Cl:21][c:22]1[c:23]([NH2:24])[cH:25][cH:26][cH:27][cH:28]1>>[c:2]1([NH:24][c:23]2[c:22]([Cl:21])[cH:28][cH:27][cH:26][cH:25]2)[c:3]([N+:18](=[O:19])[O-:20])[c:4]([N:12]2[CH2:13][CH2:14][O:15][CH2:16][CH2:17]2)[n:5][c:6]([S:8][CH2:9][CH2:10][CH3:11])[n:7]1. Yields the product CCCSc1nc(Nc2ccccc2Cl)c([N+](=O)[O-])c(N2CCOCC2)n1. The reactants are N(=[N+]=[N-])C[C@@H]1CN(C(O1)=O)C=1C=C2CCN(CC2=CC1)C ((S)-5-azidomethyl-3-(2-methyl-1,2,3,4-tetrahydro-isoquinolin-6-yl)-oxazolidin-2-one), [H][H] (hydrogen). Reagents/catalysts: [Pd] (palladium/charcoal). Run in C1CCOC1 (THF), CO (methanol). The product is NC[C@H]1CN(C(O1)=O)C=1C=C2CCN(CC2=CC1)C ((S)-5-aminomethyl-3-(2-methyl-1,2,3,4-tetrahydro-isoquinolin-6-yl)-oxazolidin-2-one). RXN SMILES: [N:1]([CH2:4][C@H:5]1[O:9][C:8](=[O:10])[N:7]([C:11]2[CH:12]=[C:13]3[C:18](=[CH:19][CH:20]=2)[CH2:17][N:16]([CH3:21])[CH2:15][CH2:14]3)[CH2:6]1)=[N+]=[N-].[H][H]>C1COCC1.CO.[Pd]>[NH2:1][CH2:4][C@@H:5]1[O:9][C:8](=[O:10])[N:7]([C:11]2[CH:12]=[C:13]3[C:18](=[CH:19][CH:20]=2)[CH2:17][N:16]([CH3:21])[CH2:15][CH2:14]3)[CH2:6]1. Reported procedure: 184 mg (0.6 mmol) (S)-5-azidomethyl-3-(2-methyl-1,2,3,4-tetrahydro-isoquinolin-6-yl)-oxazolidin-2-one are dissolved in a mixture of 2 ml THF and 10 ml of methanol, combined with 50 mg palladium/charcoal (5%) and hydrogenated for two hours at 3 bar hydrogen pressure. The catalyst is filtered off and the filtrate is evaporated to dryness i. vac.